Dataset: the Open Reaction Database (ORD), a public repository of structured organic reaction records. Task: describe an organic reaction: reactants, conditions, products, and yield Reactants: CO, Cc1nnc(-c2ccccc2[N+](=O)[O-])o1, CCOC(C)=O, [H][H]. Product: Cc1nnc(-c2ccccc2N)o1. As a reaction SMILES: [CH3:18][OH:19].[CH3:1][c:2]1[o:3][c:4](-[c:7]2[c:8]([N+:13]([O-:14])=[O:15])[cH:9][cH:10][cH:11][cH:12]2)[n:5][n:6]1.[CH3:20][CH2:21][O:22][C:23](=[O:24])[CH3:25].[H:16][H:17]>>[CH3:1][c:2]1[o:3][c:4](-[c:7]2[c:8]([NH2:13])[cH:9][cH:10][cH:11][cH:12]2)[n:5][n:6]1.